Dataset: the Open Reaction Database (ORD), a public repository of structured organic reaction records. Task: describe an organic reaction: reactants, conditions, products, and yield Reactants: Cc1c(-c2ccccc2)c(C2=CCN(C(=O)NC(C)(C)C)C2)c2oc(C3CC3)nc2c1C#N, ClCCl, O=C(O)C(F)(F)F. Yields the product Cc1c(-c2ccccc2)c(C2=CCNC2)c2oc(C3CC3)nc2c1C#N. As a reaction SMILES: [C:1](#[N:2])[c:3]1[c:4]([CH3:33])[c:5](-[c:27]2[cH:28][cH:29][cH:30][cH:31][cH:32]2)[c:6]([C:15]2=[CH:19][CH2:18][N:17]([C:20]([NH:21][C:22]([CH3:23])([CH3:24])[CH3:25])=[O:26])[CH2:16]2)[c:7]2[c:8]1[n:9][c:10]([CH:12]1[CH2:13][CH2:14]1)[o:11]2.[Cl:41][CH2:42][Cl:43].[OH:34][C:35]([C:36]([F:37])([F:38])[F:39])=[O:40]>>[C:1](#[N:2])[c:3]1[c:4]([CH3:33])[c:5](-[c:27]2[cH:28][cH:29][cH:30][cH:31][cH:32]2)[c:6]([C:15]2=[CH:19][CH2:18][NH:17][CH2:16]2)[c:7]2[c:8]1[n:9][c:10]([CH:12]1[CH2:13][CH2:14]1)[o:11]2. Starting materials: ClC(Cl)Cl, S=C(Cl)Cl, N#Cc1ncc(N)cc1C(F)(F)F, O. The product is N#Cc1ncc(N=C=S)cc1C(F)(F)F. As a reaction SMILES: [CH:19]([Cl:20])([Cl:21])[Cl:22].[Cl:15][C:16]([Cl:17])=[S:18].[NH2:1][c:2]1[cH:3][c:4]([C:10]([F:11])([F:12])[F:13])[c:5]([C:8]#[N:9])[n:6][cH:7]1.[OH2:14]>>[N:1]([c:2]1[cH:3][c:4]([C:10]([F:11])([F:12])[F:13])[c:5]([C:8]#[N:9])[n:6][cH:7]1)=[C:16]=[S:18]. The reactants are C1(CCCCC1)N=C=NC1CCCCC1 (Dicyclohexylcarbodiimide), C(=O)(OC(C)(C)C)NCC(=O)O (carbotertbutoxyglycine), NC1CC2=CC(=C(C=C2CC1)OC)OC (2-amino-6,7-dimethoxy tetraline). Solvent: C(Cl)Cl (CH2Cl2). Reaction conditions: time 2 hour. Yields the product C(=O)(NC1CCCCC1)NC1CCCCC1 (Dicyclohexylurea). As a reaction SMILES: NC1CCC2C(=CC(OC)=C([O:12]C)C=2)C1.[CH:16]1([N:22]=[C:23]=[N:24][CH:25]2[CH2:30][CH2:29][CH2:28][CH2:27][CH2:26]2)[CH2:21][CH2:20][CH2:19][CH2:18][CH2:17]1.C(NCC(O)=O)(OC(C)(C)C)=O>C(Cl)Cl>[C:23]([NH:22][CH:16]1[CH2:17][CH2:18][CH2:19][CH2:20][CH2:21]1)([NH:24][CH:25]1[CH2:30][CH2:29][CH2:28][CH2:27][CH2:26]1)=[O:12]. Procedure: 2-amino-6,7-dimethoxy tetraline (0.4 g; 2.07 mmoles) was dissolved in 20 ml CH2Cl2. Dicyclohexylcarbodiimide (0.4 g; 2.07 mmoles) and carbotertbutoxyglycine (0.36 g; 2.07 mmoles) were added to the solution. The solution was kept under stirring for 2 hours. Dicyclohexylurea that formed was then filtered off. The filtrate was extracted with a saturated solution of NaHCO3, diluted HCl and H2O till neutrality was reached. The organic phase separated and dried was concentrated under vacuum. The resid... The reactants are COC(=O)C=1N(C=C(C(C1OCC1=CC=CC=C1)=O)C(NCC1=CC=C(C=C1)F)=O)CC=O (3-benzyloxy-5-(4-fluoro-benzylcarbamoyl)-4-oxo-1-(2-oxo-ethyl)-1,4-dihydro-pyridine-2-carboxylic acid methyl ester), Cl.Cl.N[C@H](CCNC1CCC1)C ([(3S)-3-Aminobutyl]cyclobutylamine bis-hydrochloride), C1(CCC1)N1[C@H]2N([C@H](CC1)C)C(C=1N(C2)C=C(C(C1OCC1=CC=CC=C1)=O)C(=O)NCC1=CC=C(C=C1)F)=O ((4S,12aS)-1-cyclobutyl-N-[(4-fluorophenyl)methyl]-4-methyl-6,8-dioxo-7-[(phenylmethyl)oxy]-1,2,3,4,6,8,12,12a-octahydropyrido[1′,2′:4,5]pyrazino[1,2-a]pyrimidine-9-carboxamide). The product is C1(CCC1)N1[C@H]2N([C@H](CC1)C)C(C=1N(C2)C=C(C(C1O)=O)C(=O)NCC1=CC=C(C=C1)F)=O ((4S,12aS)-1-Cyclobutyl-N-[(4-fluorophenyl)methyl]-7-hydroxy-4-methyl-6,8-dioxo-1,2,3,4,6,8,12,12a-octahydropyrido[1′,2′:4,5]pyrazino[1,2-a]pyrimidine-9-carboxamide). RXN SMILES: COC(C1N(CC=O)C=C(C(=O)NCC2C=CC(F)=CC=2)C(=O)C=1OCC1C=CC=CC=1)=O.Cl.Cl.N[C@@H](C)CCNC1CCC1.[CH:46]1([N:50]2[CH2:55][CH2:54][C@H:53]([CH3:56])[N:52]3[C:57](=[O:85])[C:58]4[N:59]([CH:61]=[C:62]([C:74]([NH:76][CH2:77][C:78]5[CH:83]=[CH:82][C:81]([F:84])=[CH:80][CH:79]=5)=[O:75])[C:63](=[O:73])[C:64]=4[O:65]CC4C=CC=CC=4)[CH2:60][C@@H:51]23)[CH2:49][CH2:48][CH2:47]1>>[CH:46]1([N:50]2[CH2:55][CH2:54][C@H:53]([CH3:56])[N:52]3[C:57](=[O:85])[C:58]4[N:59]([CH:61]=[C:62]([C:74]([NH:76][CH2:77][C:78]5[CH:83]=[CH:82][C:81]([F:84])=[CH:80][CH:79]=5)=[O:75])[C:63](=[O:73])[C:64]=4[OH:65])[CH2:60][C@@H:51]23)[CH2:47][CH2:48][CH2:49]1 |f:1.2.3|. Reported procedure: In a similar manner to that described in example Z-35a, from 16 (18 mg, 0.39 mmol) and [(3S)-3-Aminobutyl]cyclobutylamine bis-hydrochloride (23 mg, 0.107 mmol), (4S,12aS)-1-cyclobutyl-N-[(4-fluorophenyl)methyl]-4-methyl-6,8-dioxo-7-[(phenylmethyl)oxy]-1,2,3,4,6,8,12,12a-octahydropyrido[1′,2′:4,5]pyrazino[1,2-a]pyrimidine-9-carboxamide was prepared as a white solid. This material was deprotected in a second step similar to that described in example Z-37 to give the title compound as a white solid... Starting materials: C=C(CCl)CCl (2-methylene propane-1,3-dichloride), P(OCC)(OCC)OCC (triethyl phosphite). Conditions: temperature 180 celsius, time 3.5 hour. Product: C(C)OP(OCC)(=O)CC(CCl)=C (1-chloro-2-methylene propane-3-phosphonic acid diethyl ester). RXN SMILES: [CH2:1]=[C:2]([CH2:5]Cl)[CH2:3][Cl:4].[P:7]([O:14]CC)([O:11][CH2:12][CH3:13])[O:8][CH2:9][CH3:10]>>[CH2:9]([O:8][P:7]([CH2:5][C:2](=[CH2:1])[CH2:3][Cl:4])(=[O:14])[O:11][CH2:12][CH3:13])[CH3:10]. Procedure: 34 parts by weight of 2-methylene propane-1,3-dichloride are heated to 135°C, after which 30 parts by weight of triethyl phosphite are added dropwise with stirring, Ethyl chloride distills off continuously during the dropwise addition. On completion of the dropwise addition, the reaction temperature is increased slowly to 180°C. After 3 to 4 hours at 180°C, the evolution of ethyl chloride is at an end and the reaction is over. The excess dihalide is distilled off in a water-jet vacuum. The resul... The reactants are BrCC1=C(C=CC(=C1)OC)F (2-Bromomethyl-1-fluoro-4-methoxy-benzene), [Li+].CC(C)[N-]C(C)C (LDA), C(C)(C)(C)OC(CN=C(C1=CC=CC=C1)C1=CC=CC=C1)=O ((Benzhydrylidene-amino)-acetic acid tert-butyl ester), C1CCOC1.CN1CCCN(C1=O)C (THF DMPU). Run in C1CCOC1 (THF). Yields the product C(C)(C)(C)OC(C(CC1=C(C=CC(=C1)OC)F)N=C(C1=CC=CC=C1)C1=CC=CC=C1)=O (2-(Benzhydrylidene-amino)-3-(2-fluoro-5-methoxy-phenyl)-propionic acid tert-butyl ester), crude yellow oil. The yield is 110.0%. RXN SMILES: [C:1]([O:5][C:6](=[O:22])[CH2:7][N:8]=[C:9]([C:16]1[CH:21]=[CH:20][CH:19]=[CH:18][CH:17]=1)[C:10]1[CH:15]=[CH:14][CH:13]=[CH:12][CH:11]=1)([CH3:4])([CH3:3])[CH3:2].C1COCC1.CN1C(=O)N(C)CCC1.[Li+].CC([N-]C(C)C)C.Br[CH2:46][C:47]1[CH:52]=[C:51]([O:53][CH3:54])[CH:50]=[CH:49][C:48]=1[F:55]>C1COCC1>[C:1]([O:5][C:6](=[O:22])[CH:7]([N:8]=[C:9]([C:10]1[CH:11]=[CH:12][CH:13]=[CH:14][CH:15]=1)[C:16]1[CH:17]=[CH:18][CH:19]=[CH:20][CH:21]=1)[CH2:46][C:47]1[CH:52]=[C:51]([O:53][CH3:54])[CH:50]=[CH:49][C:48]=1[F:55])([CH3:4])([CH3:2])[CH3:3] |f:1.2,3.4|. Reported procedure: t-Butylglycinate Schiff base 3 (136 mg, 0.46 mmol) in a mixture of dry THF-DMPU 60:40 (2.5 mL) at −78° C. was treated with a 2.0 M LDA solution (0.23 mL, 0.46 mmol) and the mixture was stirred for one h at the same temperature. 2-Fluoro-5-methoxybenzyl bromide (35, 100 mg, 0.46 mmol) in dry THF (2.5 mL) was added dropwise at −78° C. and then the mixture was stirred overnight at room temperature. The reaction was quenched with saturated aqueous ammonium chloride (10 mL), and the product was extra... Reactants: C1CCOC1, CNC, O=C(CCl)Nc1cccc(-c2cnc3ccccc3n2)c1, ClCCl. The product is CN(C)CC(=O)Nc1cccc(-c2cnc3ccccc3n2)c1. RXN SMILES: [CH2:25]1[O:26][CH2:27][CH2:28][CH2:29]1.[CH3:22][NH:23][CH3:24].[Cl:1][CH2:2][C:3](=[O:4])[NH:5][c:6]1[cH:7][c:8](-[c:12]2[n:13][c:14]3[cH:15][cH:16][cH:17][cH:18][c:19]3[n:20][cH:21]2)[cH:9][cH:10][cH:11]1.[Cl:30][CH2:31][Cl:32]>>[CH2:2]([C:3](=[O:4])[NH:5][c:6]1[cH:7][c:8](-[c:12]2[n:13][c:14]3[cH:15][cH:16][cH:17][cH:18][c:19]3[n:20][cH:21]2)[cH:9][cH:10][cH:11]1)[N:23]([CH3:22])[CH3:24].